Task: describe an organic reaction: reactants, conditions, products, and yield. Dataset: the Open Reaction Database (ORD), a public repository of structured organic reaction records Starting materials: CC(C)(C)OC(=O)NCCC(O)c1ccccc1, C1CCOC1, O=C1NC(=O)c2ccccc21, CCOC(=O)N=NC(=O)OCC, c1ccc(P(c2ccccc2)c2ccccc2)cc1. Yields the product CC(C)(C)OC(=O)NCCC(c1ccccc1)N1C(=O)c2ccccc2C1=O. Reaction SMILES: [C:1]([CH3:2])([CH3:3])([CH3:4])[O:5][C:6]([NH:7][CH2:8][CH2:9][CH:10]([c:11]1[cH:12][cH:13][cH:14][cH:15][cH:16]1)[OH:17])=[O:18].[CH2:61]1[O:62][CH2:63][CH2:64][CH2:65]1.[O:19]=[C:20]1[NH:21][C:22](=[O:23])[c:24]2[cH:25][cH:26][cH:27][cH:28][c:29]21.[O:49]=[C:50]([O:51][CH2:52][CH3:53])[N:54]=[N:55][C:56]([O:57][CH2:58][CH3:59])=[O:60].[c:30]1([P:31]([c:32]2[cH:33][cH:34][cH:35][cH:36][cH:37]2)[c:38]2[cH:39][cH:40][cH:41][cH:42][cH:43]2)[cH:44][cH:45][cH:46][cH:47][cH:48]1>>[C:1]([CH3:2])([CH3:3])([CH3:4])[O:5][C:6]([NH:7][CH2:8][CH2:9][CH:10]([c:11]1[cH:12][cH:13][cH:14][cH:15][cH:16]1)[N:21]1[C:20](=[O:19])[c:29]2[c:24]([cH:25][cH:26][cH:27][cH:28]2)[C:22]1=[O:23])=[O:18]. Reaction SMILES: [BH4-:1].[CH3:23][CH2:24][OH:25].[CH3:3][O:4][c:5]1[cH:6][cH:7][c:8]2[c:9]([cH:20]1)[C:10](=[O:19])[c:11]1[c:12]([cH:15][cH:16][cH:17][cH:18]1)[CH2:13][CH2:14]2.[Na+:22].[Na+:2].[OH-:21]>>[CH3:3][O:4][c:5]1[cH:6][cH:7][c:8]2[c:9]([cH:20]1)[CH:10]([OH:19])[c:11]1[c:12]([cH:15][cH:16][cH:17][cH:18]1)[CH2:13][CH2:14]2. Product: COc1ccc2c(c1)C(O)c1ccccc1CC2. Reactants: [BH4-], CCO, COc1ccc2c(c1)C(=O)c1ccccc1CC2, [Na+], [Na+], [OH-]. Procedure details: To 200 ml isopropanol was added 11-{1-[2-(4-benzyloxyphenyl)-ethyl]piperidin-4-yl}-5H,11H-pyrrolo[2,1-c][1,4]benzoxazepine (2.8 g, 0.006 mole) and 10% Pd/C (3.0 g). After shaking on a Parr apparatus under 50 psi of hydrogen for twenty-four hours, the solution was filtered and evaporated to a solid (2.2 g, m.p. 77° C.). The solvent is C(C)(C)O (isopropanol). The reactants are C(C1=CC=CC=C1)OC1=CC=C(C=C1)CCN1CCC(CC1)C1OC2=C(CN3C1=CC=C3)C=CC=C2 (11-{1-[2-(4-benzyloxyphenyl)-ethyl]piperidin-4-yl}-5H,11H-pyrrolo[2,1-c][1,4]benzoxazepine), [H][H] (hydrogen). The product is OC1=CC=C(C=C1)CCN1CCC(CC1)C1OC2=C(CN3C1=CC=C3)C=CC=C2 (11-{1-[2-(4-Hydroxyphenyl)ethyl]piperidin-4-yl}-5H,11H-pyrrolo[2,1-c][1,4]benzoxazepine). Reaction SMILES: C([O:8][C:9]1[CH:14]=[CH:13][C:12]([CH2:15][CH2:16][N:17]2[CH2:22][CH2:21][CH:20]([CH:23]3[C:29]4=[CH:30][CH:31]=[CH:32][N:28]4[CH2:27][C:26]4[CH:33]=[CH:34][CH:35]=[CH:36][C:25]=4[O:24]3)[CH2:19][CH2:18]2)=[CH:11][CH:10]=1)C1C=CC=CC=1.[H][H]>[Pd].C(O)(C)C>[OH:8][C:9]1[CH:14]=[CH:13][C:12]([CH2:15][CH2:16][N:17]2[CH2:18][CH2:19][CH:20]([CH:23]3[C:29]4=[CH:30][CH:31]=[CH:32][N:28]4[CH2:27][C:26]4[CH:33]=[CH:34][CH:35]=[CH:36][C:25]=4[O:24]3)[CH2:21][CH2:22]2)=[CH:11][CH:10]=1. The reagents and catalysts are [Pd] (Pd/C). The reactants are CC1=CC=C(C=N1)CCC(=O)OCC (Ethyl 3-(6-methyl-3-pyridyl)propionate), C(=O)OCC (ethyl formate), [H-].[Na+] (sodium hydride). Run in COCCOC (1,2-dimethoxyethane). The product is C(=O)C(C(=O)OCC)CC=1C=NC(=CC1)C (ethyl 2-formyl-3-(6-methyl-3-pyridyl)propionate). RXN SMILES: [CH3:1][C:2]1[N:7]=[CH:6][C:5]([CH2:8][CH2:9][C:10]([O:12][CH2:13][CH3:14])=[O:11])=[CH:4][CH:3]=1.[CH:15](OCC)=[O:16].[H-].[Na+]>COCCOC>[CH:15]([CH:9]([CH2:8][C:5]1[CH:6]=[N:7][C:2]([CH3:1])=[CH:3][CH:4]=1)[C:10]([O:12][CH2:13][CH3:14])=[O:11])=[O:16] |f:2.3|. Procedure: Ethyl 3-(6-methyl-3-pyridyl)propionate was formylated with ethyl formate and sodium hydride in 1,2-dimethoxyethane to give ethyl 2-formyl-3-(6-methyl-3-pyridyl)propionate m.p. 142°-144°. The reactants are O=C([O-])[O-], NCCC1CC1C1CCN(c2ncc(Cl)cn2)CC1, Cc1nc(Cl)cc(C#N)n1, [Cs+], [Cs+], CN(C)C=O, O. The product is Cc1nc(C#N)cc(NCCC2CC2C2CCN(c3ncc(Cl)cn3)CC2)n1. RXN SMILES: [C:20](=[O:21])([O-:22])[O-:23].[Cl:1][c:2]1[cH:3][n:4][c:5]([N:8]2[CH2:9][CH2:10][CH:11]([CH:14]3[CH:15]([CH2:17][CH2:18][NH2:19])[CH2:16]3)[CH2:12][CH2:13]2)[n:6][cH:7]1.[Cl:26][c:27]1[cH:28][c:29]([C:34]#[N:35])[n:30][c:31]([CH3:33])[n:32]1.[Cs+:24].[Cs+:25].[O:37]=[CH:38][N:39]([CH3:40])[CH3:41].[OH2:36]>>[Cl:1][c:2]1[cH:3][n:4][c:5]([N:8]2[CH2:9][CH2:10][CH:11]([CH:14]3[CH:15]([CH2:17][CH2:18][NH:19][c:27]4[cH:28][c:29]([C:34]#[N:35])[n:30][c:31]([CH3:33])[n:32]4)[CH2:16]3)[CH2:12][CH2:13]2)[n:6][cH:7]1. Reactants: O(C1=CC=CC=C1)C1=CC=C(N)C=C1 (4-phenoxyaniline), N1=CC(=CC=C1)C=O (3-pyridinecarboxaldehyde). The product is O(C1=CC=CC=C1)C1=CC=C(C=C1)NCC=1C=NC=CC1 (N-(4-phenoxypheny)pyridin-3-ylmethylamine). As a reaction SMILES: [O:1]([C:8]1[CH:14]=[CH:13][C:11]([NH2:12])=[CH:10][CH:9]=1)[C:2]1[CH:7]=[CH:6][CH:5]=[CH:4][CH:3]=1.[N:15]1[CH:20]=[CH:19][CH:18]=[C:17]([CH:21]=O)[CH:16]=1>>[O:1]([C:8]1[CH:9]=[CH:10][C:11]([NH:12][CH2:21][C:17]2[CH:16]=[N:15][CH:20]=[CH:19][CH:18]=2)=[CH:13][CH:14]=1)[C:2]1[CH:3]=[CH:4][CH:5]=[CH:6][CH:7]=1. Procedure: Using the method of Example 343 using 4-phenoxyaniline (Aldrich) and 3-pyridinecarboxaldehyde (Aldrich) and purifying via preparative HPLC eluting with 95:5 to 60:40 DCM/ethyl acetate gave N-(4-phenoxypheny)pyridin-3-ylmethylamine. Anal Calcd for C18H16N2O: C, 78.24; H, 5.84; N, 10.14. Found: C, 78.19; H, 5.67; N, 10.03. 1H NMR (400 MHz, DMSO) 4.00 (1H, bt), 4.35 (2H, d, J=5.1 Hz), 6.62 (2H, m), 6.89-6.93 (4H, m), 6.99-7.03 (1H, m), 7.25-7.30 (3H, m), 7.71 (1H, m), 8.54 (1H, dd, J=1.8, 4.8 Hz), ... Reactants: Cc1cc(Br)ccc1O, CC(=O)O, O=[N+]([O-])O. Yields the product Cc1cc(Br)cc([N+](=O)[O-])c1O. As a reaction SMILES: [Br:1][c:2]1[cH:3][c:4]([CH3:9])[c:5]([OH:8])[cH:6][cH:7]1.[CH3:14][C:15](=[O:16])[OH:17].[OH:10][N+:11]([O-:12])=[O:13]>>[Br:1][c:2]1[cH:3][c:4]([CH3:9])[c:5]([OH:8])[c:6]([N+:11](=[O:10])[O-:12])[cH:7]1. The reactants are C(C)(C)(C)OC(=O)NC1(CC1)C=1NC(=CC1C(=O)OCC)C1=C2N=C(C(=NC2=CC=C1)C)NC1(CC1)C (ethyl 2-(1-((tert-butoxycarbonyl)amino)cyclopropyl)-5-(2-methyl-3-((1-methylcyclopropyl)amino)quinoxalin-5-yl)-1H-pyrrole-3-carboxylate), Cl.CN(CCCN=C=NCC)C (1-(3-dimethylaminopropyl)-3-ethylcarbodiimide hydrochloride), Cl.NC1(CC1)C=1NC(=CC1C(=O)O)C1=C2N=C(C(=NC2=CC=C1)C)NC1(CC1)C (2-(1-aminocyclopropyl)-5-(2-methyl-3-((1-methylcyclopropyl)amino)quinoxalin-5-yl)-1H-pyrrole-3-carboxylic acid hydrochloride), CCN(C(C)C)C(C)C (DIEA), Cl.NC1(CC1)C=1NC(=CC1C(=O)O)C1=C2N=C(C(=NC2=CC=C1)C)NC1(CC1)C (2-(1-aminocyclopropyl)-5-(2-methyl-3-((1-methylcyclopropyl)amino)quinoxalin-5-yl)-1H-pyrrole-3-carboxylic acid hydrochloride), Cl.NC1(CC1)C=1NC(=CC1C(=O)O)C1=C2N=C(C(=NC2=CC=C1)C)NC(C)(C)C (2-(1-aminocyclopropyl)-5-(3-(tert-butylamino)-2-methylquinoxalin-5-yl)-1H-pyrrole-3-carboxylic acid hydrochloride), ON1N=NC2=C1C=CC=C2 (1-hydroxybenzotriazole). Run in C(Cl)Cl (DCM), CN(C)C=O (DMF), C(Cl)Cl (DCM). Reaction conditions: time 18 hour. The product is CC1=NC2=CC=CC(=C2N=C1NC1(CC1)C)C1=CC2=C(N1)C1(NC2=O)CC1 (2′-(2-methyl-3-((1-methylcyclopropyl)amino)quinoxalin-5-yl)-1′H-spiro[cyclopropane-1,6′-pyrrolo[3,4-b]pyrrol]-4′(5′H)-one). Isolated yield 29.2%. Reaction SMILES: C(OC([NH:8][C:9]1([C:12]2[NH:13][C:14]([C:22]3[CH:31]=[CH:30][CH:29]=[C:28]4[C:23]=3[N:24]=[C:25]([NH:33][C:34]3([CH3:37])[CH2:36][CH2:35]3)[C:26]([CH3:32])=[N:27]4)=[CH:15][C:16]=2[C:17]([O:19]CC)=O)[CH2:11][CH2:10]1)=O)(C)(C)C.Cl.NC1(C2NC(C3C=CC=C4C=3N=C(NC3(C)CC3)C(C)=N4)=CC=2C(O)=O)CC1.Cl.NC1(C2NC(C3C=CC=C4C=3N=C(NC(C)(C)C)C(C)=N4)=CC=2C(O)=O)CC1.Cl.CN(C)CCCN=C=NCC.ON1C2C=CC=CC=2N=N1.CCN(C(C)C)C(C)C>CN(C=O)C.C(Cl)Cl>[CH3:32][C:26]1[C:25]([NH:33][C:34]2([CH3:37])[CH2:35][CH2:36]2)=[N:24][C:23]2[C:28](=[CH:29][CH:30]=[CH:31][C:22]=2[C:14]2[NH:13][C:12]3[C:9]4([CH2:11][CH2:10]4)[NH:8][C:17](=[O:19])[C:16]=3[CH:15]=2)[N:27]=1 |f:1.2,3.4,5.6|. Procedure: Ethyl 2-(1-((tert-butoxycarbonyl)amino)cyclopropyl)-5-(2-methyl-3-((1-methylcyclopropyl)amino)quinoxalin-5-yl)-1H-pyrrole-3-carboxylate (329b) (925 mg, 1.829 mmol) was converted to 2-(1-aminocyclopropyl)-5-(2-methyl-3-((1-methylcyclopropyl)amino)quinoxalin-5-yl)-1H-pyrrole-3-carboxylic acid hydrochloride (329c: m/z (ESI, +ve) 378.1 (M+H)+) in a fashion similar to that described for Intermediate 324c. This material was used as crude. At RT, to a suspension of 2-(1-aminocyclopropyl)-5-(2-methyl-3-...